Dataset: the Open Reaction Database (ORD), a public repository of structured organic reaction records. Task: describe an organic reaction: reactants, conditions, products, and yield The reactants are BrC=1C=C(C=NC1F)C12CCCN2CCC1 (7a-(5-bromo-6-fluoro-3-pyridinyl)-hexahydro-1H-pyrrolizine), Cl (HCl). Solvent: CCOCC (Et2O), CCOCC (Et2O). Yields the product Cl.BrC=1C=C(C=NC1F)C12CCCN2CCC1 (7a-(5-bromo-6-fluoro-3-pyridinyl)-hexahydro-1H-pyrrolizine hydrochloride salt). The yield is 87.0%. Reaction SMILES: [Br:1][C:2]1[CH:3]=[C:4]([C:9]23[CH2:16][CH2:15][CH2:14][N:13]2[CH2:12][CH2:11][CH2:10]3)[CH:5]=[N:6][C:7]=1[F:8].[ClH:17]>CCOCC>[ClH:17].[Br:1][C:2]1[CH:3]=[C:4]([C:9]23[CH2:16][CH2:15][CH2:14][N:13]2[CH2:12][CH2:11][CH2:10]3)[CH:5]=[N:6][C:7]=1[F:8] |f:3.4|. Reported procedure: 7a-(5-bromo-6-fluoro-3-pyridinyl)-hexahydro-1H-pyrrolizine was dissolved in Et2O, and Et2O saturated with HCl (g) was added. The solvent was removed, and the solid was triturated with Et2O and dried to afford the title compound as a white powder (59 mg, 87%): mp 213°-215° C.; 1H NMR D2O, 300 MHz) δ2.15-2.49 (m, 6H), 2.56-2.65 (m, 2H), 3.34-3.42 (m, 2H), 3.78-3.87 (m, 2H), 8.31 (dd, J=2.4, 1.0 Hz, 1H), 8.38 (dd, J=7.8, 2.4 Hz, 1H); MS (CI/NH3) m/z: 285/287 (M+H)+; MS (CI/NH3): m/z 285/287 (M+H+).... Starting materials: C=C(C)CBr, O=C([O-])[O-], COc1ccc(Cc2cc3c(=O)n(C)c(=O)[nH]c3s2)cc1, CC(C)=O, [Cl-], [K+], [K+], [Na+]. Product: C=C(C)Cn1c(=O)n(C)c(=O)c2cc(Cc3ccc(OC)cc3)sc21. As a reaction SMILES: [Br:1][CH2:2][C:3](=[CH2:4])[CH3:5].[C:6](=[O:7])([O-:8])[O-:9].[CH3:12][O:13][c:14]1[cH:15][cH:16][c:17]([CH2:20][c:21]2[cH:22][c:23]3[c:24]([nH:25][c:26](=[O:31])[n:27]([CH3:30])[c:28]3=[O:29])[s:32]2)[cH:18][cH:19]1.[CH3:33][C:34](=[O:35])[CH3:36].[Cl-:38].[K+:10].[K+:11].[Na+:37]>>[CH2:2]=[C:3]([CH2:4][n:25]1[c:24]2[c:23]([cH:22][c:21]([CH2:20][c:17]3[cH:16][cH:15][c:14]([O:13][CH3:12])[cH:19][cH:18]3)[s:32]2)[c:28](=[O:29])[n:27]([CH3:30])[c:26]1=[O:31])[CH3:5]. The product is CCCOC1CCS(=O)(=O)c2ccc(C(=O)O)c(C)c21. Reaction SMILES: [CH3:26][CH2:27][OH:28].[Cl:1][c:2]1[cH:3][c:4]([C:19](=[O:20])[OH:21])[c:5]([CH3:18])[c:6]2[c:11]1[S:10](=[O:12])(=[O:13])[CH2:9][CH2:8][CH:7]2[O:14][CH2:15][CH2:16][CH3:17].[K+:23].[OH-:22].[OH2:24].[Zn:25]>>[cH:2]1[cH:3][c:4]([C:19](=[O:20])[OH:21])[c:5]([CH3:18])[c:6]2[c:11]1[S:10](=[O:12])(=[O:13])[CH2:9][CH2:8][CH:7]2[O:14][CH2:15][CH2:16][CH3:17]. Starting materials: CCO, CCCOC1CCS(=O)(=O)c2c(Cl)cc(C(=O)O)c(C)c21, [K+], [OH-], O, [Zn]. The reactants are CN1C(NCC1C(=O)O)=O (3-methyl-2-oxo-4-imidazolidinecarboxylic acid), O.ON1N=NC2=C1C=CC=C2 (1-hydroxybenzotriazole hydrate), C(C)N1CCOCC1 (N-ethyl morpholine), FC1=C(C=C(C=C1)CN)C(F)(F)F ({[4-Fluoro-3-(trifluoromethyl)phenyl]methyl}amine), CN1C(NCC1C(=O)OC(C)(C)C)=O (1,1-dimethylethyl 3-methyl-2-oxo-4-imidazolidinecarboxylate), O=C1NC[C@H](N1C(=O)OCC1=CC=CC=C1)C(=O)O ((4S)-2-oxo-3-{[(phenylmethyl)oxy]carbonyl}-4-imidazolidinecarboxylic acid), Cl.C(C)N=C=NCCCN(C)C (1-ethyl-3-(3-dimethylaminopropyl)carbodiimide hydrochloride). Run in ClCCl (dichloromethane), ClCCl (dichloromethane). Run at time 10 minute. The product is FC1=C(C=C(C=C1)CNC(=O)C1N(C(NC1)=O)C)C(F)(F)F (N-{[4-fluoro-3-(trifluoromethyl)phenyl]methyl}-3-methyl-2-oxo-4-imidazolidinecarboxamide). Yield: 4.2%. RXN SMILES: [CH3:1][N:2]1[CH:6]([C:7]([OH:9])=O)[CH2:5][NH:4][C:3]1=[O:10].CN1C(C(OC(C)(C)C)=O)CNC1=O.O=C1N(C(OCC2C=CC=CC=2)=O)[C@H](C(O)=O)CN1.C(N1CCOCC1)C.O.ON1C2C=CC=CC=2N=N1.Cl.C(N=C=NCCCN(C)C)C.[F:75][C:76]1[CH:81]=[CH:80][C:79]([CH2:82][NH2:83])=[CH:78][C:77]=1[C:84]([F:87])([F:86])[F:85]>ClCCl>[F:75][C:76]1[CH:81]=[CH:80][C:79]([CH2:82][NH:83][C:7]([CH:6]2[CH2:5][NH:4][C:3](=[O:10])[N:2]2[CH3:1])=[O:9])=[CH:78][C:77]=1[C:84]([F:85])([F:86])[F:87] |f:4.5,6.7|. Reported procedure: A mixture of 3-methyl-2-oxo-4-imidazolidinecarboxylic acid (86 mg, 0.6 mmol) (prepared as described in Example 28 from 1,1-dimethylethyl 3-methyl-2-oxo-4-imidazolidinecarboxylate, itself prepared as described in step (iii) of Example 13, starting originally from (4S)-2-oxo-3-{[(phenylmethyl)oxy]carbonyl}-4-imidazolidinecarboxylic acid), N-ethyl morpholine (0.380 ml, 3.00 mmol), 1-hydroxybenzotriazole hydrate (110 mg, 0.720 mmol) and 1-ethyl-3-(3-dimethylaminopropyl)carbodiimide hydrochloride (13...